The task is: describe an organic reaction: reactants, conditions, products, and yield. This data is from the Open Reaction Database (ORD), a public repository of structured organic reaction records. The reactants are CCOC(=O)/N=N/C(=O)OCC (Diethylazodicarboxylate), C(C)(C)(C)C1=C(OC2=NC=CC=C2N=C=S)C=CC=C1 (2-(2-tert-Butylphenoxy)-3-isothiocyanatopyridine), C(C)(C)N(CC)C(C)C (diisopropylethylamine), Cl.C(C1=CC=CC=C1)(=N)N (benzamidine hydrochloride). Run in CN(C)C=O (DMF). Run at time 18 hour. Yields the product C(C)(C)(C)C1=C(OC2=NC=CC=C2NC2=NC(=NS2)C2=CC=CC=C2)C=CC=C1 (2-(2-tert-Butylphenoxy)-N-(3-phenyl-1,2,4-thiadiazol-5-yl)pyridin-3-amine). Isolated yield 78.1%. As a reaction SMILES: [C:1]([C:5]1[CH:20]=[CH:19][CH:18]=[CH:17][C:6]=1[O:7][C:8]1[C:13]([N:14]=[C:15]=[S:16])=[CH:12][CH:11]=[CH:10][N:9]=1)([CH3:4])([CH3:3])[CH3:2].C(N(C(C)C)CC)(C)C.Cl.[C:31]([NH2:39])(=[NH:38])[C:32]1[CH:37]=[CH:36][CH:35]=[CH:34][CH:33]=1.CCOC(/N=N/C(OCC)=O)=O>CN(C=O)C>[C:1]([C:5]1[CH:20]=[CH:19][CH:18]=[CH:17][C:6]=1[O:7][C:8]1[C:13]([NH:14][C:15]2[S:16][N:39]=[C:31]([C:32]3[CH:37]=[CH:36][CH:35]=[CH:34][CH:33]=3)[N:38]=2)=[CH:12][CH:11]=[CH:10][N:9]=1)([CH3:4])([CH3:2])[CH3:3] |f:2.3|. Procedure details: A mixture of 2-(2-tert-butylphenoxy)-3-isothiocyanatopyridine (Example 1a) (100 mg, 0.35 mmol), diisopropylethylamine (186 μL, 1.05 mmol) and benzamidine hydrochloride (55 mg, 0.35 mmol) in DMF (2 mL) was stirred at rt for 18 h. Diethylazodicarboxylate (110 μL, 0.7 mmol) was added and mixture was stirred for 4 h. The reaction mixture was purified by preparative HPLC to give the title compound (110 mg, TFA salt) as a white solid. (M+H)+=403. 1H NMR (400 MHz, DMSO d6) δ ppm 1.31 (s, 9H), 6.94 (dd,... Reactants: C(C(C)C)(=O)CC(=O)OC (methyl isobutyrylacetate), FC1=CC=C(C=O)C=C1 (4-fluorobenzaldehyde), C(C)(=O)[O-].[NH4+] (ammonium acetate). Product: C(C)(C)C1=NC(=C(C(=C1C(=O)OC)C1=CC=C(C=C1)F)CO)C(C)C (Methyl 2,6diisopropyl-4-(4-fluorophenyl)-5-hydroxymethyl-3-pyridinecarboxylate). As a reaction SMILES: [C:1]([CH2:6][C:7]([O:9][CH3:10])=[O:8])(=O)[CH:2]([CH3:4])[CH3:3].[F:11][C:12]1[CH:19]=[CH:18][C:15]([CH:16]=O)=[CH:14][CH:13]=1.[C:20]([O-:23])(=O)[CH3:21].[NH4+:24]>>[CH:2]([C:1]1[C:6]([C:7]([O:9][CH3:10])=[O:8])=[C:16]([C:15]2[CH:18]=[CH:19][C:12]([F:11])=[CH:13][CH:14]=2)[C:21]([CH2:20][OH:23])=[C:1]([CH:2]([CH3:4])[CH3:3])[N:24]=1)([CH3:4])[CH3:3] |f:2.3|. Procedure details: Prepared from methyl isobutyrylacetate, 4-fluorobenzaldehyde and ammonium acetate by the procedures described in Example 1, Steps A-D. Reactants: BrC=1C=C(C=NC1)O (5-bromopyridin-3-ol), CC(C)([O-])C.[K+] (potassium tert-butoxide), CN(C=O)C (N,N-Dimethylformamide), FC1=C(C(=O)OC)C=CC(=C1)F (methyl 2,4-difluorobenzoate). The solvent is CC1OCCC1 (2-methyltetrahydrofuran), C(C)(=O)OCC (ethyl acetate), CC1OCCC1 (2-methyltetrahydrofuran). Conditions: temperature 75 celsius, time 5 minute. The product is BrC=1C=C(C=NC1)OC1=C(C(=O)OC)C=CC(=C1)F (methyl 2-(5-bromopyridin-3-yloxy)-4-fluorobenzoate). RXN SMILES: [Br:1][C:2]1[CH:3]=[C:4]([OH:8])[CH:5]=[N:6][CH:7]=1.CC(C)([O-])C.[K+].F[C:16]1[CH:25]=[C:24]([F:26])[CH:23]=[CH:22][C:17]=1[C:18]([O:20][CH3:21])=[O:19].CN(C)C=O>CC1CCCO1.C(OCC)(=O)C>[Br:1][C:2]1[CH:3]=[C:4]([O:8][C:16]2[CH:25]=[C:24]([F:26])[CH:23]=[CH:22][C:17]=2[C:18]([O:20][CH3:21])=[O:19])[CH:5]=[N:6][CH:7]=1 |f:1.2|. Reported procedure: To a solution of 5-bromopyridin-3-ol (1.060 g) in 2-methyltetrahydrofuran (15 mL) was added potassium tert-butoxide (6.09 mL, 1.0M in tetrahydrofuran) dropwise. After stirring for 5 minutes, methyl 2,4-difluorobenzoate (1.049 g) was added as a solution in 2-methyltetrahydrofuran (2 mL) and the reaction was heated to 75° C. N,N-Dimethylformamide (2 mL) was added to the reaction and the reaction was stirred overnight. The reaction was cooled, diluted with ethyl acetate (100 mL) and washed with wat... Reactants: CN1C(SC(=C1C1=CC=CC=C1)C)=S (3,5-dimethyl-4-phenyl-3H-thiazole-2-thione), C1(=CC=C(C=C1)S(=O)(=O)OC)C (methyl p-toluenesulfonate), C1(=CC=CC=C1)OC (anisole), C(C1=CC=CC=C1)N1C(SCC1=O)=NC=1C=C(C#N)C=CC1NCC (3-(3-benzyl-4-oxothiazolidin-2-ylideneamino)-4-(ethylamino)benzonitrile), TEA. The solvent is CC#N (MeCN). Reaction conditions: temperature 120 celsius, time 3 hour. Yields the product C(C1=CC=CC=C1)N1C(SC(C1=O)=C1SC(=C(N1C)C1=CC=CC=C1)C)=NC=1C=C(C#N)C=CC1NCC (3-(3′-benzyl-3,5-dimethyl-4′-oxo-4-phenyl-3′,4′-dihydro-3H-[2,5′]-bithiazolyliden-2′-ylideneamino)-4-(ethylamino)benzonitrile). The yield is 64.2%. As a reaction SMILES: [CH3:1][N:2]1[C:6]([C:7]2[CH:12]=[CH:11][CH:10]=[CH:9][CH:8]=2)=[C:5]([CH3:13])[S:4][C:3]1=S.C1(C)C=CC(S(OC)(=O)=O)=CC=1.C1(OC)C=CC=CC=1.[CH2:35]([N:42]1[C:46](=[O:47])[CH2:45][S:44][C:43]1=[N:48][C:49]1[CH:50]=[C:51]([CH:54]=[CH:55][C:56]=1[NH:57][CH2:58][CH3:59])[C:52]#[N:53])[C:36]1[CH:41]=[CH:40][CH:39]=[CH:38][CH:37]=1>CC#N>[CH2:35]([N:42]1[C:46](=[O:47])[C:45](=[C:3]2[N:2]([CH3:1])[C:6]([C:7]3[CH:12]=[CH:11][CH:10]=[CH:9][CH:8]=3)=[C:5]([CH3:13])[S:4]2)[S:44][C:43]1=[N:48][C:49]1[CH:50]=[C:51]([CH:54]=[CH:55][C:56]=1[NH:57][CH2:58][CH3:59])[C:52]#[N:53])[C:36]1[CH:41]=[CH:40][CH:39]=[CH:38][CH:37]=1. Procedure details: To an 8 mL vial was added 3,5-dimethyl-4-phenyl-3H-thiazole-2-thione (100 mg, 0.45 mmol), methyl p-toluenesulfonate (126 mg, 0.68 mmol) and anhydrous anisole (0.5 mL). The reaction was heated to 120° C. and stirred for 3 h. The cooled reaction mixture was diluted with anhydrous MeCN (3 mL) and then treated with 3-(3-benzyl-4-oxothiazolidin-2-ylideneamino)-4-(ethylamino)benzonitrile (50 mg, 0.14 mmol) and TEA (70 μL, 0.50 mmol). The reaction mixture was warmed to 80° C. and the resulting solution... Starting materials: ClC(C(OC1=CC=C(C=C1)N)(F)F)Cl (β,β-dichloro-α,α-difluoro-p-phenetidine), Cl (HCl), ClC1=C(C(=O)N=C=O)C(=CC=C1)Cl (2,6-dichlorobenzoyl isocyanate). Run in C=1(C(=CC=CC1)C)C (xylene). Reaction conditions: time 2 hour. The product is ClC1=C(C(=O)NC(=O)NC2=CC=C(C=C2)OC(C(Cl)Cl)(F)F)C(=CC=C1)Cl (2,6-Dichloro-N-(((4-(2,2-dichloro-1,1-difluoroethoxy)phenyl)amino)carbonyl)-benzamide). The yield is 463.9%. As a reaction SMILES: [Cl:1][CH:2]([Cl:14])[C:3]([F:13])([F:12])[O:4][C:5]1[CH:10]=[CH:9][C:8]([NH2:11])=[CH:7][CH:6]=1.Cl.[Cl:16][C:17]1[CH:27]=[CH:26][CH:25]=[C:24]([Cl:28])[C:18]=1[C:19]([N:21]=[C:22]=[O:23])=[O:20]>C1(C)C(C)=CC=CC=1>[Cl:16][C:17]1[CH:27]=[CH:26][CH:25]=[C:24]([Cl:28])[C:18]=1[C:19]([NH:21][C:22]([NH:11][C:8]1[CH:7]=[CH:6][C:5]([O:4][C:3]([F:12])([F:13])[CH:2]([Cl:1])[Cl:14])=[CH:10][CH:9]=1)=[O:23])=[O:20]. Procedure: In 200 milliliters of xylene, 11.5 grams (0.04 mole) of β,β-dichloro-α,α-difluoro-p-phenetidine.HCl and 3.6 grams (0.04 mole) of 2,6-dichlorobenzoyl isocyanate were refluxed with stirring for two hours. The xylene was thereafter removed by vacuum distillation. The residue which remained was mixed with 200 milliliters of hexane and a crystalline solid precipitated. This precipitated material was collected by suction filtration, washed with hexane and dried. The dried crude product was a light tan... The reactants are CCc1cccc2c1CCC2O, CCOC(CC(=O)OC)c1ccc(O)cc1, CCOC(=O)N=NC(=O)OCC, C1CCOC1, c1ccc(P(c2ccccc2)c2ccccc2)cc1, Cc1ccccc1. Yields the product CCOC(CC(=O)OC)c1ccc(OC2CCc3c(CC)cccc32)cc1. As a reaction SMILES: [CH2:17]([CH3:18])[c:19]1[c:20]2[c:24]([cH:25][cH:26][cH:27]1)[CH:23]([OH:28])[CH2:22][CH2:21]2.[CH2:1]([CH3:2])[O:3][CH:4]([CH2:5][C:6](=[O:7])[O:8][CH3:9])[c:10]1[cH:11][cH:12][c:13]([OH:16])[cH:14][cH:15]1.[N:55]([C:56]([O:57][CH2:58][CH3:59])=[O:60])=[N:61][C:62]([O:63][CH2:64][CH3:65])=[O:66].[O:67]1[CH2:68][CH2:69][CH2:70][CH2:71]1.[c:29]1([P:30]([c:31]2[cH:32][cH:33][cH:34][cH:35][cH:36]2)[c:37]2[cH:38][cH:39][cH:40][cH:41][cH:42]2)[cH:43][cH:44][cH:45][cH:46][cH:47]1.[c:48]1([CH3:49])[cH:50][cH:51][cH:52][cH:53][cH:54]1>>[CH2:1]([CH3:2])[O:3][CH:4]([CH2:5][C:6](=[O:7])[O:8][CH3:9])[c:10]1[cH:11][cH:12][c:13]([O:16][CH:23]2[CH2:22][CH2:21][c:20]3[c:19]([CH2:17][CH3:18])[cH:27][cH:26][cH:25][c:24]32)[cH:14][cH:15]1. Reactants: ON1C=2C(=CC=C1)[NH+](NC2)COCC[Si](C)(C)C (4-hydroxy-1-[[2-(trimethylsilyl)ethoxy]methyl]-1H-pyrazolo[4,3-b]pyridinium), [Si](C)(C)(C)C#N (TMSCN). Run in C(Cl)Cl (DCM), C(Cl)Cl (DCM). Conditions: time 5 minute. The product is N1N=CC2=NC(=CC=C21)C#N (1H-pyrazolo[4,3-b]pyridine-5-carbonitrile). The yield is 115.6%. As a reaction SMILES: O[N:2]1[CH:7]=[CH:6][CH:5]=[C:4]2[NH+:8](COCC[Si](C)(C)C)[NH:9][CH:10]=[C:3]12.[Si]([C:23]#[N:24])(C)(C)C>C(Cl)Cl>[NH:8]1[C:4]2[C:3](=[N:2][C:7]([C:23]#[N:24])=[CH:6][CH:5]=2)[CH:10]=[N:9]1. Procedure: To a solution of 4-hydroxy-1-[[2-(trimethylsilyl)ethoxy]methyl]-1H-pyrazolo[4,3-b]pyridinium (1.59 g, 6 mmol) in DCM (130 mL) was added TMSCN (1.13 mL, 9 mmol). After 5 min at rt, (Me)2N(C(O)Cl (0.83 mL, 9 mmol) was added. The reaction mixture was stirred at rt for 4 days, after which it was diluted with DCM, washed with brine, and dried. Concentration followed by purification through column afforded 1H-pyrazolo[4,3-b]pyridine-5-carbonitrile (1 g, 61%).